This data is from the Open Reaction Database (ORD), a public repository of structured organic reaction records. The task is: describe an organic reaction: reactants, conditions, products, and yield Reactants: C(C)OC(=O)C=1N2C3=C(C=CC=C3C1)CC2 (4,5-dihydro-pyrrolo[3,2,1-hi]indole-2-carboxylic acid ethyl ester), Cl (hydrochloric acid), O (water). The solvent is C(C)O (ethanol), [OH-].[Na+] (sodium hydroxide). Yields the product C1=C(N2C3=C(C=CC=C13)CC2)C(=O)O (4,5-dihydro-pyrrolo[3,2,1-hi]indole-2-carboxylic acid). The yield is 91.0%. As a reaction SMILES: C([O:3][C:4]([C:6]1[N:7]2[CH2:16][CH2:15][C:9]3[CH:10]=[CH:11][CH:12]=[C:13]([CH:14]=1)[C:8]2=3)=[O:5])C.O.Cl>C(O)C.[OH-].[Na+]>[CH:14]1[C:13]2[C:8]3=[C:9]([CH2:15][CH2:16][N:7]3[C:6]=1[C:4]([OH:5])=[O:3])[CH:10]=[CH:11][CH:12]=2 |f:4.5|. Procedure: A solution of 4,5-dihydro-pyrrolo[3,2,1-hi]indole-2-carboxylic acid ethyl ester (1.117 g) in ethanol (25 ml) and 2M sodium hydroxide (25 ml) was heated to reflux for 1 hour. The mixture was cooled to room temperature and poured into water (300 ml). 1M hydrochloric acid was added until pH1 and the precipitate formed filtered off and washed with water (50 ml). After drying under reduced pressure 4,5-dihydro-pyrrolo[3,2,1-hi]indole-2-carboxylic acid was obtained as a pale yellow powder (884 mg). 40... Starting materials: CN1CCC(CC1)CCCOC1=NC=C(C#N)C=C1 (6-[3-(1-methyl-piperidin-4-yl)-propoxy]-nicotinonitrile), CC(C)C[AlH]CC(C)C (DIBAL-H), hexanes, OS(=O)(=O)O (H2SO4), C(=O)(O)[O-].[Na+] (NaHCO3), C(=O)([O-])C(O)C(O)C(=O)[O-].[K+].[Na+] (sodium potassium tartrate). Run in CO (Methanol), C1(=CC=CC=C1)C (toluene). Conditions: time 2 hour. The product is CN1CCC(CC1)CCCOC1=CC=C(C=N1)C=O (6-[3-(1-Methyl-piperidin-4-yl)-propoxy]-pyridine-3-carbaldehyde). Isolated yield 92.0%. As a reaction SMILES: [CH3:1][N:2]1[CH2:7][CH2:6][CH:5]([CH2:8][CH2:9][CH2:10][O:11][C:12]2[CH:19]=[CH:18][C:15]([C:16]#N)=[CH:14][N:13]=2)[CH2:4][CH2:3]1.CC(C[AlH]CC(C)C)C.[OH:29]S(O)(=O)=O.C([O-])(O)=O.[Na+].C(C(C(C([O-])=O)O)O)([O-])=O.[K+].[Na+]>C1(C)C=CC=CC=1.CO>[CH3:1][N:2]1[CH2:7][CH2:6][CH:5]([CH2:8][CH2:9][CH2:10][O:11][C:12]2[N:13]=[CH:14][C:15]([CH:16]=[O:29])=[CH:18][CH:19]=2)[CH2:4][CH2:3]1 |f:3.4,5.6.7|. Procedure: To a 0° C. solution of 6-[3-(1-methyl-piperidin-4-yl)-propoxy]-nicotinonitrile (640 mg, 2.47 mmol) in toluene (20 mL) was added 1.0 M DIBAL-H in hexanes (3.70 mL, 3.70 mmol) dropwise. The mixture was warmed to rt and stirred for 2 h (complete by TLC). Methanol was added (5 mL) followed by 1.0 M H2SO4 (±0 mL). After stirring for 30 min the solution was neutralized with satd. aq. NaHCO3, diluted with satd. aq. sodium potassium tartrate (10 mL), and stirred an additional 30 min. The reaction was ex...